This data is from the Open Reaction Database (ORD), a public repository of structured organic reaction records. The task is: describe an organic reaction: reactants, conditions, products, and yield Reactants: C1COCCN1, COc1cc2ncnc(Nc3cccc(Cl)c3F)c2cc1OC1CCN(C(=O)CCl)CC1, [I-], [Na+]. Product: COc1cc2ncnc(Nc3cccc(Cl)c3F)c2cc1OC1CCN(C(=O)CN2CCOCC2)CC1. As a reaction SMILES: [CH2:35]1[CH2:36][O:37][CH2:38][CH2:39][NH:40]1.[Cl:1][c:2]1[c:3]([F:32])[c:4]([NH:5][c:6]2[n:7][cH:8][n:9][c:10]3[cH:11][c:12]([O:27][CH3:28])[c:13]([O:16][CH:17]4[CH2:18][CH2:19][N:20]([C:23]([CH2:24][Cl:25])=[O:26])[CH2:21][CH2:22]4)[cH:14][c:15]23)[cH:29][cH:30][cH:31]1.[I-:34].[Na+:33]>>[Cl:1][c:2]1[c:3]([F:32])[c:4]([NH:5][c:6]2[n:7][cH:8][n:9][c:10]3[cH:11][c:12]([O:27][CH3:28])[c:13]([O:16][CH:17]4[CH2:18][CH2:19][N:20]([C:23]([CH2:24][N:40]5[CH2:35][CH2:36][O:37][CH2:38][CH2:39]5)=[O:26])[CH2:21][CH2:22]4)[cH:14][c:15]23)[cH:29][cH:30][cH:31]1.